From a dataset of the Open Reaction Database (ORD), a public repository of structured organic reaction records. describe an organic reaction: reactants, conditions, products, and yield Reactants: CC1(C)OCC(Cc2ccccc2)N1C(=O)C(O)c1ccn(-c2ccc(-c3ccccc3)cc2)c1, CC(=O)OC(C)=O, c1ccncc1. Product: CC(=O)OC(C(=O)N1C(Cc2ccccc2)COC1(C)C)c1ccn(-c2ccc(-c3ccccc3)cc2)c1. RXN SMILES: [CH2:1]([c:2]1[cH:3][cH:4][cH:5][cH:6][cH:7]1)[CH:8]1[N:9]([C:15]([CH:16]([OH:17])[c:18]2[cH:19][n:20](-[c:23]3[cH:24][cH:25][c:26](-[c:29]4[cH:30][cH:31][cH:32][cH:33][cH:34]4)[cH:27][cH:28]3)[cH:21][cH:22]2)=[O:35])[C:10]([CH3:13])([CH3:14])[O:11][CH2:12]1.[CH3:36][C:37](=[O:38])[O:39][C:40](=[O:41])[CH3:42].[cH:43]1[cH:44][cH:45][n:46][cH:47][cH:48]1>>[CH2:1]([c:2]1[cH:3][cH:4][cH:5][cH:6][cH:7]1)[CH:8]1[N:9]([C:15]([CH:16]([O:17][C:37]([CH3:36])=[O:38])[c:18]2[cH:19][n:20](-[c:23]3[cH:24][cH:25][c:26](-[c:29]4[cH:30][cH:31][cH:32][cH:33][cH:34]4)[cH:27][cH:28]3)[cH:21][cH:22]2)=[O:35])[C:10]([CH3:13])([CH3:14])[O:11][CH2:12]1. Starting materials: ClC1=C(N=C(S1)NC(=O)OC(C)(C)C)/C(/C(=O)O)=C/C (Z-2-(5-chloro-2-tert.-butoxycarbonylaminothiazol-4-yl)but-2-enoic acid). The solvent is FC(C(=O)O)(F)F (trifluoroacetic acid). Reaction conditions: time 1 hour. The product is NC=1SC(=C(N1)/C(/C(=O)O)=C/C)Cl (Z-2-(2-amino-5-chlorothiazol-4-yl)but-2-enoic acid). Reaction SMILES: [Cl:1][C:2]1[S:6][C:5]([NH:7]C(OC(C)(C)C)=O)=[N:4][C:3]=1/[C:15](=[CH:19]/[CH3:20])/[C:16]([OH:18])=[O:17]>FC(F)(F)C(O)=O>[NH2:7][C:5]1[S:6][C:2]([Cl:1])=[C:3](/[C:15](=[CH:19]/[CH3:20])/[C:16]([OH:18])=[O:17])[N:4]=1. Reported procedure: 0.7 g of Z-2-(5-chloro-2-tert.-butoxycarbonylaminothiazol-4-yl)but-2-enoic acid are dissolved in 5 ml of trifluoroacetic acid at 0° C. under nitrogen. The mixture is stirred at room temperature for one hour and evaporated in the cold and the residue is suspended in ethyl acetate. The pH is brought to 3.5 with saturated sodium bicarbonate solution, while stirring, the product first dissolving and then precipitating again. The product is filtered off with suction, washed with ethyl acetate and dri... The reactants are C1=CC=CC=2C3=CC=CC=C3CC12 (fluorene), CC(=C1C=CC=C1)C (6,6-dimethylfulvene). The solvent is C1CCOC1 (THF). Product: C1(C=CC=C1)C(C)(C)C1=CC=CC=2C3=CC=CC=C3CC12 (2-cyclopentadienyl-2-fluorenylpropane). Yield: 68.6%. RXN SMILES: [CH:1]1[C:13]2[CH2:12][C:11]3[C:6](=[CH:7][CH:8]=[CH:9][CH:10]=3)[C:5]=2[CH:4]=[CH:3][CH:2]=1.[CH3:14][C:15]([CH3:21])=[C:16]1[CH:20]=[CH:19][CH:18]=[CH:17]1>C1COCC1>[CH:16]1([C:15]([C:1]2[C:13]3[CH2:12][C:11]4[C:6](=[CH:7][CH:8]=[CH:9][CH:10]=4)[C:5]=3[CH:4]=[CH:3][CH:2]=2)([CH3:21])[CH3:14])[CH:20]=[CH:19][CH:18]=[CH:17]1. Reported procedure: To 200 ml of THF and 16.5 g of fluorene cooled to a temperature of -50° C. or lower in a 500-ml flask thoroughly purged with nitrogen was added 67 ml of a dil. methyllithium diethyl ether solution (1.4 M) dropwise over 30 minutes. The mixture was warmed gradually to room temperature and subjected to reaction for 3 hours. The reaction mixture was cooled back to a temperature of -50° C. or lower and 10 g of 6,6-dimethylfulvene was added dropwise over 30 minutes. After the addition was completed, t... The reactants are [Al+3], CCOCC, CCOC(=O)c1c(-c2ccccc2)c2c3ccccc3cnn2c1C(C)C, [H-], [H-], [H-], [H-], [Li+]. Yields the product CC(C)c1c(CO)c(-c2ccccc2)c2c3ccccc3cnn12. RXN SMILES: [Al+3:2].[CH3:34][CH2:35][O:36][CH2:37][CH3:38].[CH:7]([CH3:8])([CH3:9])[c:10]1[c:11]([C:29](=[O:30])[O:31][CH2:32][CH3:33])[c:12](-[c:23]2[cH:24][cH:25][cH:26][cH:27][cH:28]2)[c:13]2[n:14]1[n:15][cH:16][c:17]1[cH:18][cH:19][cH:20][cH:21][c:22]21.[H-:1].[H-:4].[H-:5].[H-:6].[Li+:3]>>[CH:7]([CH3:8])([CH3:9])[c:10]1[c:11]([CH2:29][OH:30])[c:12](-[c:23]2[cH:24][cH:25][cH:26][cH:27][cH:28]2)[c:13]2[n:14]1[n:15][cH:16][c:17]1[cH:18][cH:19][cH:20][cH:21][c:22]21. Reactants: [N+](=O)([O-])C=1C=C2C(=CN(C2=CC1)CCC(=O)OC)CC=1C=NC=CC1 (methyl 5-nitro-3-(3-pyridylmethyl)-1H-indole-1-propanoate). Reagents/catalysts: [Pd] (palladium on carbon). Run in CO (methanol). Yields the product NC=1C=C2C(=CN(C2=CC1)CCC(=O)OC)CC=1C=NC=CC1 (Methyl 5-amino-3-(3-pyridylmethyl)-1H-indole-1-propanoate). Yield: 96.0%. RXN SMILES: [N+:1]([C:4]1[CH:5]=[C:6]2[C:10](=[CH:11][CH:12]=1)[N:9]([CH2:13][CH2:14][C:15]([O:17][CH3:18])=[O:16])[CH:8]=[C:7]2[CH2:19][C:20]1[CH:21]=[N:22][CH:23]=[CH:24][CH:25]=1)([O-])=O>[Pd].CO>[NH2:1][C:4]1[CH:5]=[C:6]2[C:10](=[CH:11][CH:12]=1)[N:9]([CH2:13][CH2:14][C:15]([O:17][CH3:18])=[O:16])[CH:8]=[C:7]2[CH2:19][C:20]1[CH:21]=[N:22][CH:23]=[CH:24][CH:25]=1. Procedure details: A mixture of methyl 5-nitro-3-(3-pyridylmethyl)-1H-indole-1-propanoate (1.20 g) and 10% palladium on carbon (120 mg) in methanol (75 ml) was hydrogenated at 50° C. and 4.5 atm. until reduction was complete (2hours). The mixture was filtered and the catalyst was washed well with methanol. The filtrate and washings were combined and evaporated to give the title compound as an oil (1.05 g), Rf. 0.2(SS2). δ(CDCl3): 2.76(2H,t), 3.45(2H,br), 3.63(3H,s), 3.98(2H,s), 4.32(2H,t), 6.66-6.68(1H,dd), 6.72(1... The reactants are CCO, N#CCCCSc1nccc(NC(=S)NCC(F)(F)F)n1, N. Product: N#CCCCSc1nccc(NC(N)=NCC(F)(F)F)n1. As a reaction SMILES: [CH2:23]([OH:24])[CH3:25].[F:1][C:2]([CH2:3][NH:4][C:5]([NH:6][c:7]1[n:8][c:9]([S:13][CH2:14][CH2:15][CH2:16][C:17]#[N:18])[n:10][cH:11][cH:12]1)=[S:19])([F:20])[F:21].[NH3:22]>>[F:1][C:2]([CH2:3][N:4]=[C:5]([NH:6][c:7]1[n:8][c:9]([S:13][CH2:14][CH2:15][CH2:16][C:17]#[N:18])[n:10][cH:11][cH:12]1)[NH2:22])([F:20])[F:21]. The reactants are CC(C1=CC(=C(C=C1)C2=CC=CC=C2)F)C(=O)N (flurbiprofen amide), C(C(=O)Cl)(=O)Cl (oxalyl chloride). Reaction conditions: time 8 hour. Procedure: To a solution of flurbiprofen amide (3.0 g, 12.33 mmol) in DCM (70 mL) was added oxalyl chloride (1.87 g, 14.79 mmol) at 0° C. and refluxed for 16 h. Reaction mixture was cooled to RT and treated with LI-2b (2.45 g, 12.33 mmol) in DCE (10 mL) and stirred overnight. After usual aqueous work-up and chromatographic purification, 0.5 g of I-C1-NOPD14a were obtained. 1H NMR (CDCl3, 300 MHz): δ 1.55 (d, 3H, J=6.9 Hz), 2.94-2.97 (bs, 4H), 4.38-4.47 (bs, 3H), 4.68 (t, 2H, J=6.6 Hz), 7.13-7.55 (bs, 8H) M... As a reaction SMILES: [CH3:1][CH:2]([C:16](N)=[O:17])[C:3]1[CH:8]=[CH:7][C:6]([C:9]2[CH:14]=[CH:13][CH:12]=[CH:11][CH:10]=2)=[C:5]([F:15])[CH:4]=1.C(Cl)(=O)C(Cl)=[O:21]>C(Cl)Cl.ClCCCl>[CH3:1][CH:2]([C:16]([OH:17])=[O:21])[C:3]1[CH:8]=[CH:7][C:6]([C:9]2[CH:14]=[CH:13][CH:12]=[CH:11][CH:10]=2)=[C:5]([F:15])[CH:4]=1. The product is CC(C=1C=CC(=C(C1)F)C=2C=CC=CC2)C(=O)O (Flurbiprofen). Run in ClCCCl (DCE), C(Cl)Cl (DCM).